Dataset: the Open Reaction Database (ORD), a public repository of structured organic reaction records. Task: describe an organic reaction: reactants, conditions, products, and yield Reactants: C(C(=O)O)(=O)O (oxalic acid), C(C(=O)O)(=O)O (oxalic acid), O.O.C(C(=O)O)(=O)O (oxalic acid dihydrate), C(C(=O)O)(=O)O (oxalic acid), C(C(=O)O)(=O)O (oxalic acid), O.O.C(C(=O)O)(=O)O (oxalic acid dihydrate), [O-2].[Zr+4].[O-2] (zirconium oxide), [OH-].[Zr+4].[OH-].[OH-].[OH-] (zirconium hydroxide). The solvent is O (water). Reaction conditions: temperature 90 celsius. The product is C(C(=O)[O-])(=O)[O-].[Zr+4].C(C(=O)[O-])(=O)[O-] (Zirconium Oxalate). As a reaction SMILES: [OH-].[Zr+4:2].[OH-].[OH-].[OH-].[C:6]([OH:11])(=[O:10])[C:7]([OH:9])=[O:8].O.O.[C:14]([OH:19])(=[O:18])[C:15]([OH:17])=[O:16].[O-2].[Zr+4].[O-2]>O>[C:6]([O-:11])(=[O:10])[C:7]([O-:9])=[O:8].[Zr+4:2].[C:14]([O-:19])(=[O:18])[C:15]([O-:17])=[O:16] |f:0.1.2.3.4,6.7.8,9.10.11,13.14.15|. Procedure details: A dispersion liquid was prepared by adding 100 g (31 g in terms of ZrO2) of zirconium hydroxide to 100 g of water, followed by well stirring. Next, as a first addition of oxalic acid, 31.7 g (a mol ratio of oxalic acid to Zr=1.0) of oxalic acid dihydrate was added to the dispersion liquid, followed by heating at 90° C. for 15 minutes. Next, as a second addition of oxalic acid, 15.8 g (a mol ratio of oxalic acid to Zr=0.5) of oxalic acid dihydrate was added to the dispersion liquid, followed by h... Starting materials: C#CCOCCCCCCCCCC (4-oxatetradecyne), C(C)[Mg]Br (ethylmagnesium bromide), alkynyl magnesiumbromide, II (iodine). The solvent is CCOCC (ether). Product: IC#CCOCCCCCCCCCC (1-iodo-4-oxa-tetradecyne). The yield is 71.0%. Reaction SMILES: [CH:1]#[C:2][CH2:3][O:4][CH2:5][CH2:6][CH2:7][CH2:8][CH2:9][CH2:10][CH2:11][CH2:12][CH2:13][CH3:14].C([Mg]Br)C.[I:19]I>CCOCC>[I:19][C:1]#[C:2][CH2:3][O:4][CH2:5][CH2:6][CH2:7][CH2:8][CH2:9][CH2:10][CH2:11][CH2:12][CH2:13][CH3:14]. Procedure details: Following the procedure described in Vaughn, T. H., J. Am. Chemical Soc'y 55 3456 (1933), 4-oxatetradecyne (13 g, 66.2 mmol) was reacted with ethylmagnesium bromide (73 mmol) in dry ether. The resulting alkynyl magnesiumbromide was reacted with iodine and provided 15 g of 1-iodo-4-oxa-tetradecyne as viscous liquid (71% yield). The sample was analyzed with 1H-NMR in CDCl3, and the observed chemical shift peaks were at δ=0.88 (t, 3H, --CH3), 1.23-1.4 (br singlet, 14H, --CH2 --), 1.57 (pentate cent... Procedure: This compound is obtained according to the procedure described in 1.3. by reacting 7-methoxy-4-(5-methylthiophen-2-yl)-2H-phthalazin-1-one with phosphoryl chloride. RXN SMILES: [CH3:1][O:2][C:3]1[CH:12]=[C:11]2[C:6]([C:7]([C:14]3[S:15][C:16]([CH3:19])=[CH:17][CH:18]=3)=[N:8][NH:9][C:10]2=O)=[CH:5][CH:4]=1.P(Cl)(Cl)([Cl:22])=O>>[Cl:22][C:10]1[C:11]2[C:6](=[CH:5][CH:4]=[C:3]([O:2][CH3:1])[CH:12]=2)[C:7]([C:14]2[S:15][C:16]([CH3:19])=[CH:17][CH:18]=2)=[N:8][N:9]=1. The product is ClC1=NN=C(C2=CC=C(C=C12)OC)C=1SC(=CC1)C (1-Chloro-7-methoxy-4-(5-methylthiophen-2-yl)phthalazine). The reactants are COC1=CC=C2C(=NNC(C2=C1)=O)C=1SC(=CC1)C (7-methoxy-4-(5-methylthiophen-2-yl)-2H-phthalazin-1-one), P(=O)(Cl)(Cl)Cl (phosphoryl chloride).